describe an organic reaction: reactants, conditions, products, and yield From a dataset of the Open Reaction Database (ORD), a public repository of structured organic reaction records. The reactants are C(C)OC(C[C@@]12C(CCC[C@H]2CC1)=O)=O (cis-2-Oxobicyclo[4.2.0]octane-1-acetic acid ethyl ester), C1(=CC=CC=C1)NN (phenylhydrazine). The solvent is petroleum ether. The product is C(C)OC(C[C@]12[C@H](CCC=3C4=CC=CC=C4NC13)CC2)=O (cis-1,2,2a,3,4,9-hexahydro-9bH-cyclobuta[a]carbazole-9b-acetic acid ethyl ester). The yield is 16.6%. As a reaction SMILES: [CH2:1]([O:3][C:4](=[O:15])[CH2:5][C@@:6]12[CH2:13][CH2:12][C@@H:11]1[CH2:10][CH2:9][CH2:8][C:7]2=O)[CH3:2].[C:16]1([NH:22]N)[CH:21]=[CH:20][CH:19]=[CH:18][CH:17]=1>>[CH2:1]([O:3][C:4](=[O:15])[CH2:5][C@:6]12[CH2:13][CH2:12][C@H:11]1[CH2:10][CH2:9][C:8]1[C:17]3[C:16]([NH:22][C:7]=12)=[CH:21][CH:20]=[CH:19][CH:18]=3)[CH3:2]. Reported procedure: cis-2-Oxobicyclo[4.2.0]octane-1-acetic acid ethyl ester (3.5 g, 17.01 mmol) and phenylhydrazine (1.9 mL, 18.8 mmol) were allowed to react according to the procedure of Example 2. Flash chromatography (SiO2, 10% EtOAC/petroleum ether) afforded 0.798 g (16%) of cis-1,2,2a,3,4,9-hexahydro-9bH-cyclobuta[a]carbazole-9b-acetic acid ethyl ester. Reactants: COc1cc2c(C)nn(CCCCl)c(=O)c2cc1OC, CNCCc1ccc(OC)cc1, Clc1ccccc1. Product: COc1ccc(CCN(C)CCCn2nc(C)c3cc(OC)c(OC)cc3c2=O)cc1, Cl. RXN SMILES: [CH3:1][c:2]1[n:3][n:4]([CH2:17][CH2:18][CH2:19][Cl:20])[c:5](=[O:16])[c:6]2[cH:7][c:8]([O:14][CH3:15])[c:9]([O:12][CH3:13])[cH:10][c:11]12.[CH3:21][O:22][c:23]1[cH:24][cH:25][c:26]([CH2:29][CH2:30][NH:31][CH3:32])[cH:27][cH:28]1.[Cl:33][c:34]1[cH:35][cH:36][cH:37][cH:38][cH:39]1>>[CH3:1][c:2]1[n:3][n:4]([CH2:17][CH2:18][CH2:19][N:31]([CH2:30][CH2:29][c:26]2[cH:25][cH:24][c:23]([O:22][CH3:21])[cH:28][cH:27]2)[CH3:32])[c:5](=[O:16])[c:6]2[cH:7][c:8]([O:14][CH3:15])[c:9]([O:12][CH3:13])[cH:10][c:11]12.[ClH:20]. Starting materials: ClC1=C(C=C2CC(C(C2=C1Cl)=O)=CC)OCC(=O)O ([(6,7-Dichloro-2-ethylidene-1-oxo-2,3-dihydro-1H-inden-5-yl)oxy]acetic acid), S(O)(O)(=O)=O (sulfuric acid), CO (methanol). Product: ClC1=C(C=C2CC(C(C2=C1Cl)=O)=CC)OCC(=O)OC (methyl [(6,7-dichloro-2-ethylidene-1-oxo-2,3-dihydro-1H-inden-5-yl)oxy]acetate). As a reaction SMILES: [Cl:1][C:2]1[C:10]([Cl:11])=[C:9]2[C:5]([CH2:6][C:7](=[CH:13][CH3:14])[C:8]2=[O:12])=[CH:4][C:3]=1[O:15][CH2:16][C:17]([OH:19])=[O:18].S(=O)(=O)(O)O.[CH3:25]O>>[Cl:1][C:2]1[C:10]([Cl:11])=[C:9]2[C:5]([CH2:6][C:7](=[CH:13][CH3:14])[C:8]2=[O:12])=[CH:4][C:3]=1[O:15][CH2:16][C:17]([O:19][CH3:25])=[O:18]. Reported procedure: [(6,7-Dichloro-2-ethylidene-1-oxo-2,3-dihydro-1H-inden-5-yl)oxy]acetic acid (U.S. Pat. No. 3,704,314) (30.1 gm., 0.1 mole) is dissolved in methanol (150 ml.) and conc. sulfuric acid (0.5 ml.) added. The mixture is stirred and refluxed for 2 hours. The solvent is removed in vacuo by evaporation on a rotary evaporator and the residue dissolved in ethyl ether, washed with water and dried over sodium sulfate. The ether is removed by evaporation in vacuo in a rotary evaporator to give methyl [(6,7-di... Reactants: OCCCCCP(OCC)(OCC)=O (diethyl 5-hydroxypentylphosphonate), O1CCCC=C1 (3,4-dihydropyran), C1(=CC=C(C=C1)S(=O)(=O)[O-])C.[NH+]1=CC=CC=C1 (pyridinium toluene-4-sulfonate). Solvent: ClCCl (dichloromethane). Product: O1C(CCCC1)OCCCCCP(OCC)(OCC)=O (Diethyl 5-(tetrahydropyran-2-yloxy)pentylphosphonate). RXN SMILES: [OH:1][CH2:2][CH2:3][CH2:4][CH2:5][CH2:6][P:7](=[O:14])([O:11][CH2:12][CH3:13])[O:8][CH2:9][CH3:10].[O:15]1[CH:20]=[CH:19][CH2:18][CH2:17][CH2:16]1.C1(C)C=CC(S([O-])(=O)=O)=CC=1.[NH+]1C=CC=CC=1>ClCCl>[O:15]1[CH2:20][CH2:19][CH2:18][CH2:17][CH:16]1[O:1][CH2:2][CH2:3][CH2:4][CH2:5][CH2:6][P:7](=[O:14])([O:8][CH2:9][CH3:10])[O:11][CH2:12][CH3:13] |f:2.3|. Procedure: A solution of 66.9 g (0.298 mol) of diethyl 5-hydroxypentylphosphonate, 32.6 g (0.38 mol) of 3,4-dihydropyran and 1 g (0.004 mol) of pyridinium toluene-4-sulfonate in 800 ml of dichloromethane was heated under reflux for 16 hours. The solution was washed with water and saturated sodium hydrogen carbonate solution, dried over sodium sulfate and distilled in a bulb tube. The reactants are C(C=C)N1CC2=C(N(C=3C=CC(=CC23)Cl)CC(C)(O)C2=CC=NC=C2)CC1 (1-(2-allyl-8-chloro-1,2,3,4-tetrahydro-pyrido[4,3-b]indol-5-yl)-2-pyridin-4-yl-propan-2-ol), CN1C(=O)N(C(=O)CC1=O)C (1,3-dimethyl barbituric acid). The reagents and catalysts are C=1C=CC(=CC1)[P](C=2C=CC=CC2)(C=3C=CC=CC3)[Pd]([P](C=4C=CC=CC4)(C=5C=CC=CC5)C=6C=CC=CC6)([P](C=7C=CC=CC7)(C=8C=CC=CC8)C=9C=CC=CC9)[P](C=1C=CC=CC1)(C=1C=CC=CC1)C=1C=CC=CC1 (Pd(PPh3)4). Solvent: C(Cl)Cl (DCM), C(Cl)Cl (DCM). Conditions: time 30 minute. Product: ClC1=CC=2C3=C(N(C2C=C1)CC(C)(O)C1=CC=NC=C1)CCNC3 (1-(8-chloro-1,2,3,4-tetrahydro-pyrido[4,3-b]indol-5-yl)-2-pyridin-4-yl-propan-2-ol). Reaction SMILES: C([N:4]1[CH2:27][CH2:26][C:7]2[N:8]([CH2:16][C:17]([C:20]3[CH:25]=[CH:24][N:23]=[CH:22][CH:21]=3)([OH:19])[CH3:18])[C:9]3[CH:10]=[CH:11][C:12]([Cl:15])=[CH:13][C:14]=3[C:6]=2[CH2:5]1)C=C.CN1C(=O)CC(=O)N(C)C1=O>C(Cl)Cl.C1C=CC([P]([Pd]([P](C2C=CC=CC=2)(C2C=CC=CC=2)C2C=CC=CC=2)([P](C2C=CC=CC=2)(C2C=CC=CC=2)C2C=CC=CC=2)[P](C2C=CC=CC=2)(C2C=CC=CC=2)C2C=CC=CC=2)(C2C=CC=CC=2)C2C=CC=CC=2)=CC=1>[Cl:15][C:12]1[CH:11]=[CH:10][C:9]2[N:8]([CH2:16][C:17]([C:20]3[CH:25]=[CH:24][N:23]=[CH:22][CH:21]=3)([OH:19])[CH3:18])[C:7]3[CH2:26][CH2:27][NH:4][CH2:5][C:6]=3[C:14]=2[CH:13]=1 |^1:45,47,66,85|. Procedure details: To a degassed solution of 1-(2-allyl-8-chloro-1,2,3,4-tetrahydro-pyrido[4,3-b]indol-5-yl)-2-pyridin-4-yl-propan-2-ol (300 mg, 0.78 mmol) in DCM (20 mL) were added 1,3-dimethyl barbituric acid (368 mg, 2.3 mmol) and Pd(PPh3)4 (18 mg, 0.015 mmol). After stirring at RT for 30 min, the reaction mixture was diluted with DCM and washed with saturated potassium carbonate solution. The organic layer was dried over anhydrous sodium sulfate and concentrated under reduced pressure. The residue was purified... The reactants are CC(=O)[O-], CCO, CC(C)=O, Cc1cc(C2=NN=C(C=O)Cc3cc4c(cc32)OCO4)ccc1[N+](=O)[O-], Cl, NNC(N)=O, [Na+], O. Product: Cc1cc(C2=NN=C(C=NNC(N)=O)Cc3cc4c(cc32)OCO4)ccc1[N+](=O)[O-]. RXN SMILES: [CH3:34][C:35](=[O:36])[O-:37].[CH3:38][CH2:39][OH:40].[CH3:41][C:42](=[O:43])[CH3:44].[CH:1](=[O:2])[C:3]1=[N:4][N:5]=[C:6]([c:17]2[cH:18][c:19]([CH3:26])[c:20]([N+:23](=[O:24])[O-:25])[cH:21][cH:22]2)[c:7]2[c:8]([cH:10][c:11]3[c:12]([cH:13]2)[O:14][CH2:15][O:16]3)[CH2:9]1.[ClH:27].[NH2:28][NH:29][C:30](=[O:31])[NH2:32].[Na+:33].[OH2:45]>>[CH:1]([C:3]1=[N:4][N:5]=[C:6]([c:17]2[cH:18][c:19]([CH3:26])[c:20]([N+:23](=[O:24])[O-:25])[cH:21][cH:22]2)[c:7]2[c:8]([cH:10][c:11]3[c:12]([cH:13]2)[O:14][CH2:15][O:16]3)[CH2:9]1)=[N:28][NH:29][C:30](=[O:31])[NH2:32]. The reactants are C(CCC)C1=CC=CC(N1CC1=CC=C(C=C1)O)=O (6-butyl-1-p-hydroxybenzyl-1,2-dihydro-2-oxopyridine), CO[Na] (CH3ONa), C(#N)C1=C(CBr)C=CC=C1 (o-cyanobenzyl bromide). Solvent: CS(=O)C (DMSO), CS(=O)C (DMSO). Conditions: time 0.5 hour. Yields the product C(CCC)C1=CC=CC(N1CC1=CC=C(C=C1)OCC1=C(C=CC=C1)C#N)=O (6-butyl-1-(4-o-cyanobenzyloxybenzyl)-1,2-dihydro-2-oxopyridine). As a reaction SMILES: [CH2:1]([C:5]1[N:10]([CH2:11][C:12]2[CH:17]=[CH:16][C:15]([OH:18])=[CH:14][CH:13]=2)[C:9](=[O:19])[CH:8]=[CH:7][CH:6]=1)[CH2:2][CH2:3][CH3:4].CO[Na].[C:23]([C:25]1[CH:32]=[CH:31][CH:30]=[CH:29][C:26]=1[CH2:27]Br)#[N:24]>CS(C)=O>[CH2:1]([C:5]1[N:10]([CH2:11][C:12]2[CH:13]=[CH:14][C:15]([O:18][CH2:27][C:26]3[CH:29]=[CH:30][CH:31]=[CH:32][C:25]=3[C:23]#[N:24])=[CH:16][CH:17]=2)[C:9](=[O:19])[CH:8]=[CH:7][CH:6]=1)[CH2:2][CH2:3][CH3:4]. Reported procedure: A mixture of 2.57 g of 6-butyl-1-p-hydroxybenzyl-1,2-dihydro-2-oxopyridine (obtainable from IIIa and p-hydroxybenzyl bromide), 0.5 g of CH3ONa and 40 ml of DMSO is stirred for 0.5 hour. A solution of 2.2 g of o-cyanobenzyl bromide in 15 ml of DMSO is added dropwise and the mixture is stirred for 16 hours at 20° and evaporated to give 6-butyl-1-(4-o-cyanobenzyloxybenzyl)-1,2-dihydro-2-oxopyridine after conventional working-up. Starting materials: Cl[Si](C)(C)C (chlorotrimethylsilane), CN(C1(CCC(CC1)=CC(=O)NCCCCCCC1=CNC2=CC=CC=C12)C1=CC=CC=C1)C (2-(4-Dimethylamino-4-phenylcyclohexylidene)-N-[6-(1H-indol-3-yl)hexyl]acetamide), CCOCC (ether). Solvent: CC(=O)CC (ethyl methyl ketone). Yields the product Cl.CN(C1(CCC(CC1)=CC(=O)NCCCCCCC1=CNC2=CC=CC=C12)C1=CC=CC=C1)C (2-(4-Dimethylamino-4-phenylcyclohexylidene)-N-[6-(1H-indol-3-yl)hexyl]acetamide hydrochloride). Isolated yield 87.0%. RXN SMILES: [CH3:1][N:2]([CH3:34])[C:3]1([C:28]2[CH:33]=[CH:32][CH:31]=[CH:30][CH:29]=2)[CH2:8][CH2:7][C:6](=[CH:9][C:10]([NH:12][CH2:13][CH2:14][CH2:15][CH2:16][CH2:17][CH2:18][C:19]2[C:27]3[C:22](=[CH:23][CH:24]=[CH:25][CH:26]=3)[NH:21][CH:20]=2)=[O:11])[CH2:5][CH2:4]1.[Cl:35][Si](C)(C)C.CCOCC>CC(CC)=O>[ClH:35].[CH3:34][N:2]([CH3:1])[C:3]1([C:28]2[CH:29]=[CH:30][CH:31]=[CH:32][CH:33]=2)[CH2:4][CH2:5][C:6](=[CH:9][C:10]([NH:12][CH2:13][CH2:14][CH2:15][CH2:16][CH2:17][CH2:18][C:19]2[C:27]3[C:22](=[CH:23][CH:24]=[CH:25][CH:26]=3)[NH:21][CH:20]=2)=[O:11])[CH2:7][CH2:8]1 |f:4.5|. Procedure: 2-(4-Dimethylamino-4-phenylcyclohexylidene)-N-[6-(1H-indol-3-yl)hexyl]acetamide (78 mg, 0.17 mmol) was dissolved in ethyl methyl ketone (5 ml), and chlorotrimethylsilane (0.033 mol, 0.26 mmol) was added. After 1 h ether (10 ml) was added, and after 10 min the hydrochloride was isolated as a colourless solid with an m.p. of 160-164° C. in a yield of 87% (73 mg).